This data is from the Open Reaction Database (ORD), a public repository of structured organic reaction records. The task is: describe an organic reaction: reactants, conditions, products, and yield Starting materials: final solution, Borax, [OH-].[Na+] (sodium hydroxide), CC(C)(C)C(=O)OOC(C)(C)C (Lupersol 11), C(C=C)(=O)NC(CS(=O)(=O)O)(C)C (2-acrylamido-2-methyl propyl sulfonic acid), C(C=C)(=O)N (acrylamide), Tween 85. The solvent is O (water). Yields the product C(C=C)(=O)N.C(C=C)(=O)NC(CS(=O)(=O)O)(C)C (Acrylamide 2-Acrylamido-2-Methyl Propyl Sulfonic Acid). Reaction SMILES: [OH-].[Na+].[C:3]([NH:7][C:8]([CH3:15])([CH3:14])[CH2:9][S:10]([OH:13])(=[O:12])=[O:11])(=[O:6])[CH:4]=[CH2:5].C(N)(=O)C=C.CC(C(OOC(C)(C)C)=O)(C)C>O>[C:3]([NH2:7])(=[O:6])[CH:4]=[CH2:5].[C:3]([NH:7][C:8]([CH3:15])([CH3:14])[CH2:9][S:10]([OH:13])(=[O:11])=[O:12])(=[O:6])[CH:4]=[CH2:5] |f:0.1,6.7|. Reported procedure: Borax (0.6 g.) and 50% aqueous sodium hydroxide (7.2 g.) were dissolved in 52.4 g. of distilled water. 2-acrylamido-2-methyl propyl sulfonic acid (2-AMPSA) (20.4 g.) and acrylamide (AM) (39.4 g.) were dissolved in the caustic solution while maintaining the temperature at <20° C. by cooling. The pH of the final solution was adjusted to 8.0; the solution was then combined with Tween 85 (30.0 g.) and Mentor 28 (50.0 g.). The reaction was conducted according to the procedure of Example 31. 0.5 ml of... Reactants: BrC1=C(C=CC=C1)CC(=O)O (2-bromophenylacetic acid), [N+](=O)([O-])C1=C(N)C=CC=C1 (2-nitroaniline). Product: [N+](=O)([O-])C1=C(C=CC=C1)NC1=C(C=CC=C1)CC(=O)O (2-[(2-nitrophenyl)amino]phenylacetic acid). Reaction SMILES: Br[C:2]1[CH:7]=[CH:6][CH:5]=[CH:4][C:3]=1[CH2:8][C:9]([OH:11])=[O:10].[N+:12]([C:15]1[CH:21]=[CH:20][CH:19]=[CH:18][C:16]=1[NH2:17])([O-:14])=[O:13]>>[N+:12]([C:15]1[CH:21]=[CH:20][CH:19]=[CH:18][C:16]=1[NH:17][C:2]1[CH:7]=[CH:6][CH:5]=[CH:4][C:3]=1[CH2:8][C:9]([OH:11])=[O:10])([O-:14])=[O:13]. Procedure details: In the manner described in example 3, 2-bromophenylacetic acid is condensed with 2-nitroaniline to yield 2-[(2-nitrophenyl)amino]phenylacetic acid.